Dataset: the Open Reaction Database (ORD), a public repository of structured organic reaction records. Task: describe an organic reaction: reactants, conditions, products, and yield Reactants: ClC1=NC(=C(C=C1C#N)C#N)Cl (2,6-dichloropyridine-3,5-dicarbonitrile), C(C)(C)OCCO (2-isopropoxyethanol), B1(OCC2=C1C=CC(=C2)O)O (benzo[c][1,2]oxaborole-1,5(3H)-diol). The product is OB1OCC2=C1C=CC(=C2)OC2=NC(=C(C=C2C#N)C#N)OCCOC(C)C (2-(1-Hydroxy-1,3-dihydrobenzo[c][1,2]oxaborol-5-yloxy)-6-(2-isopropoxyethoxy)pyridine-3,5-dicarbonitrile). As a reaction SMILES: Cl[C:2]1[C:7]([C:8]#[N:9])=[CH:6][C:5]([C:10]#[N:11])=[C:4](Cl)[N:3]=1.[CH:13]([O:16][CH2:17][CH2:18][OH:19])([CH3:15])[CH3:14].[B:20]1([OH:30])[C:24]2[CH:25]=[CH:26][C:27]([OH:29])=[CH:28][C:23]=2[CH2:22][O:21]1>>[OH:30][B:20]1[C:24]2[CH:25]=[CH:26][C:27]([O:29][C:2]3[C:7]([C:8]#[N:9])=[CH:6][C:5]([C:10]#[N:11])=[C:4]([O:19][CH2:18][CH2:17][O:16][CH:13]([CH3:15])[CH3:14])[N:3]=3)=[CH:28][C:23]=2[CH2:22][O:21]1. Procedure details: This compound was prepared from 2,6-dichloropyridine-3,5-dicarbonitrile (obtained from Aces Pharma), 2-isopropoxyethanol, and benzo[c][1,2]oxaborole-1,5(3H)-diol in a similar manner to that of D230. 1H-NMR (400 MHz, DMSO-d6) δ (ppm) 1.0 (d, J=4.5 Hz, 6H), 3.42-3.45 (m, 1H), 3.49-3.51 (m, 2H), 4.14-4.16 (m, 2H), 5.01 (s, 2H), 7.3 (d, J=6.3 Hz, 1H), 7.39 (s, 1H), 7.81 (d, J=6.6 Hz, 1H), 8.94 (s, 1H), 9.28 (s, 1H). The reactants are C(C)(=O)O (acetic acid), C(=O)OC(C)[C@H]1C(N([C@@H]1SC)C(C(=O)OC)=C(C)C)=O (methyl 2-[(3S,4R)-3-{(1RS)-1-formyloxyethyl}-4-methylthio-2-oxoazetidin-1-yl]-3-methylbut-2-enoate), solution, C[O-].[Na+] (sodium methoxide). The solvent is CO (methanol), CO (methanol). Reaction conditions: time 30 minute. The product is OC(C)[C@H]1C(N([C@@H]1SC)C(C(=O)OC)=C(C)C)=O (methyl 2-[(3S,4R)-3-{(1RS)-1-hydroxyethyl}-4-methylthio-2-oxoazetidin-1-yl]-3-methylbut-2-enoate). The yield is 93.0%. Reaction SMILES: C([O:3][CH:4]([C@@H:6]1[C@@H:9]([S:10][CH3:11])[N:8]([C:12](=[C:17]([CH3:19])[CH3:18])[C:13]([O:15][CH3:16])=[O:14])[C:7]1=[O:20])[CH3:5])=O.C[O-].[Na+].C(O)(=O)C>CO>[OH:3][CH:4]([C@@H:6]1[C@@H:9]([S:10][CH3:11])[N:8]([C:12](=[C:17]([CH3:19])[CH3:18])[C:13]([O:15][CH3:16])=[O:14])[C:7]1=[O:20])[CH3:5] |f:1.2|. Reported procedure: To a solution of a mixture (5:1) of methyl 2-[(3S,4R)-3-{(1RS)-1-formyloxyethyl}-4-methylthio-2-oxoazetidin-1-yl]-3-methylbut-2-enoate (880 mg) in methanol (20 ml) was added a 4.9 M solution of sodium methoxide in methanol (0.60 ml) at 0° C. After 30 minutes, acetic acid (0.20 ml) was added and the mixture was evaporated. The residue was taken up into ethyl acetate (30 ml) and washed with a dilute aqueous sodium bicarbonate. Drying over magnesium sulfate and removal of the solvent left an oil, w... Run at time 8 hour. The solvent is ClCCl (dichloromethane), O (Water), CN(C=O)C (dimethylformamide). Procedure: N-(4-(azetidin-3-yloxy)phenyl)-3-(pyridin-3-yl)azetidine-1-carboxamide (1 g, 1.805 mmol), (S)-2-methylbutanoic acid (0.221 g, 2.166 mmol), and N-(3-dimethylaminopropyl)-N′-ethylcarbodiimide hydrochloride (0.519 g, 2.71 mmol) were combined in in dimethylformamide (9.03 mL) at room temperature. 1-Hydroxybenzotriazole hydrate (0.415 g, 2.71 mmol) and diisopropylethylamine (0.946 ml, 5.42 mmol) were added and the reaction mixture was stirred overnight at room temperature. Water and dichloromethane w... Yields the product C[C@H](C(=O)N1CC(C1)OC1=CC=C(C=C1)NC(=O)N1CC(C1)C=1C=NC=CC1)CC ((S)—N-(4-(1-(2-methylbutanoyl)azetidin-3-yloxy)phenyl)-3-(pyridin-3-yl)azetidine-1-carboxamide). Reaction SMILES: [NH:1]1[CH2:4][CH:3]([O:5][C:6]2[CH:11]=[CH:10][C:9]([NH:12][C:13]([N:15]3[CH2:18][CH:17]([C:19]4[CH:20]=[N:21][CH:22]=[CH:23][CH:24]=4)[CH2:16]3)=[O:14])=[CH:8][CH:7]=2)[CH2:2]1.[CH3:25][C@@H:26]([CH2:30][CH3:31])[C:27](O)=[O:28].Cl.CN(C)CCCN=C=NCC.O.ON1C2C=CC=CC=2N=N1.C(N(C(C)C)CC)(C)C>CN(C)C=O.ClCCl.O>[CH3:25][C@@H:26]([CH2:30][CH3:31])[C:27]([N:1]1[CH2:2][CH:3]([O:5][C:6]2[CH:11]=[CH:10][C:9]([NH:12][C:13]([N:15]3[CH2:18][CH:17]([C:19]4[CH:20]=[N:21][CH:22]=[CH:23][CH:24]=4)[CH2:16]3)=[O:14])=[CH:8][CH:7]=2)[CH2:4]1)=[O:28] |f:2.3,4.5|. The reactants are O.ON1N=NC2=C1C=CC=C2 (1-Hydroxybenzotriazole hydrate), C(C)(C)N(CC)C(C)C (diisopropylethylamine), N1CC(C1)OC1=CC=C(C=C1)NC(=O)N1CC(C1)C=1C=NC=CC1 (N-(4-(azetidin-3-yloxy)phenyl)-3-(pyridin-3-yl)azetidine-1-carboxamide), C[C@H](C(=O)O)CC ((S)-2-methylbutanoic acid), Cl.CN(CCCN=C=NCC)C (N-(3-dimethylaminopropyl)-N′-ethylcarbodiimide hydrochloride). Starting materials: N1C(=NC2=C1C=CC=C2)C(=O)N([C@@H]2CN(C[C@@H](C2)C(=O)N2CCOCC2)C(=O)OC(C)(C)C)CC(C)C (tert-butyl(3S, 5R)-3-{(1H-benzimidazol-2-ylcarbonyl)(2-methylpropyl)amino}-5-(morpholin-4-ylcarbonyl)piperidine-1-carboxylate), ClCCOC=C ((2-chloroethoxy)ethene), C([O-])([O-])=O.[Cs+].[Cs+] (cesium carbonate). The reagents and catalysts are [I-].[K+] (potassium iodide). Solvent: O (water), CN(C(C)=O)C (N,N-dimethylacetamide). Conditions: temperature 60 celsius, time 15 hour. Product: C(=C)OCCN1C(=NC2=C1C=CC=C2)C(=O)N([C@@H]2CN(C[C@@H](C2)C(=O)N2CCOCC2)C(=O)OC(C)(C)C)CC(C)C (tert-butyl(3S, 5R)-3-[({1-[2-(ethenyloxy)ethyl]-1H-benzimidazol-2-yl}carbonyl)(2-methylpropyl)amino]-5-(morpholin-4-ylcarbonyl)piperidine-1-carboxylate). Isolated yield 92.3%. RXN SMILES: [NH:1]1[C:5]2[CH:6]=[CH:7][CH:8]=[CH:9][C:4]=2[N:3]=[C:2]1[C:10]([N:12]([CH2:34][CH:35]([CH3:37])[CH3:36])[C@H:13]1[CH2:18][C@@H:17]([C:19]([N:21]2[CH2:26][CH2:25][O:24][CH2:23][CH2:22]2)=[O:20])[CH2:16][N:15]([C:27]([O:29][C:30]([CH3:33])([CH3:32])[CH3:31])=[O:28])[CH2:14]1)=[O:11].Cl[CH2:39][CH2:40][O:41][CH:42]=[CH2:43].C(=O)([O-])[O-].[Cs+].[Cs+]>CN(C)C(=O)C.O.[I-].[K+]>[CH:40]([O:41][CH2:42][CH2:43][N:1]1[C:5]2[CH:6]=[CH:7][CH:8]=[CH:9][C:4]=2[N:3]=[C:2]1[C:10]([N:12]([CH2:34][CH:35]([CH3:37])[CH3:36])[C@H:13]1[CH2:18][C@@H:17]([C:19]([N:21]2[CH2:22][CH2:23][O:24][CH2:25][CH2:26]2)=[O:20])[CH2:16][N:15]([C:27]([O:29][C:30]([CH3:31])([CH3:32])[CH3:33])=[O:28])[CH2:14]1)=[O:11])=[CH2:39] |f:2.3.4,7.8|. Reported procedure: To a solution of tert-butyl(3S, 5R)-3-{(1H-benzimidazol-2-ylcarbonyl)(2-methylpropyl)amino}-5-(morpholin-4-ylcarbonyl)piperidine-1-carboxylate (308 mg), (2-chloroethoxy)ethene (192 mg) and potassium iodide (5 mg) in N,N-dimethylacetamide (5 ml) was added cesium carbonate (586 mg), and the mixture was stirred at 60° C. for 15 hr. The reaction mixture was cooled to room temperature, diluted with water, and extracted with ethyl acetate. The extract was washed with saturated brine, and dried over an... Starting materials: BrC1=C(C=CC(=C1)F)F (1-bromo-2,5-difluorobenzene), CS(=O)(=O)CCCCC=O (5-(methylsulfonyl)pentanal), CCCCCC (hexane), C(CCC)[Li] (n-butyl lithium). Solvent: C(C)(=O)OCC (ethyl acetate), O1CCCC1 (tetrahydrofuran), O1CCCC1 (tetrahydrofuran), C(C)OCC (diethyl ether). Conditions: time 30 minute. Product: FC1=C(C=C(C=C1)F)C(CCCCS(=O)(=O)C)O (1-(2,5-Difluorophenyl)-5-(methylsulfonyl)-1-pentanol). Isolated yield 37.8%. Reaction SMILES: Br[C:2]1[CH:7]=[C:6]([F:8])[CH:5]=[CH:4][C:3]=1[F:9].CCCCCC.C([Li])CCC.[CH3:21][S:22]([CH2:25][CH2:26][CH2:27][CH2:28][CH:29]=[O:30])(=[O:24])=[O:23]>C(OCC)(=O)C.C(OCC)C.O1CCCC1>[F:9][C:3]1[CH:4]=[CH:5][C:6]([F:8])=[CH:7][C:2]=1[CH:29]([OH:30])[CH2:28][CH2:27][CH2:26][CH2:25][S:22]([CH3:21])(=[O:24])=[O:23]. Procedure details: A tetrahydrofuran (5 ml) solution of 1-bromo-2,5-difluorobenzene (0.151 ml, 1.34 mmol) was stirred at −78° C. To the resulting mixture was added a hexane solution (0.843 ml, 1.34 mmol) of n-butyl lithium. The reaction mixture was added to a tetrahydrofuran (5 ml) solution of 5-(methylsulfonyl)pentanal (183 mg, 1.11 mmol) at −78° C. and at the same temperature, stirring was conducted for 30 minutes. After elevating the temperature of the reaction mixture to room temperature, diethyl ether was add... The product is Cl.Cl.N1(CCCCC1)C1=CC=CC=2CNCCOC21 (9-(piperidin-1-yl)-2,3,4,5-tetrahydro-1,4-benzoxazepine dihydrochloride). As a reaction SMILES: [N:1]1([C:7]2[C:17]3[O:16][CH2:15][CH2:14][N:13](C(OC(C)(C)C)=O)[CH2:12][C:11]=3[CH:10]=[CH:9][CH:8]=2)[CH2:6][CH2:5][CH2:4][CH2:3][CH2:2]1.C(OCC)(=O)C.[ClH:31]>C(OCC)(=O)C>[ClH:31].[ClH:31].[N:1]1([C:7]2[C:17]3[O:16][CH2:15][CH2:14][NH:13][CH2:12][C:11]=3[CH:10]=[CH:9][CH:8]=2)[CH2:6][CH2:5][CH2:4][CH2:3][CH2:2]1 |f:1.2,4.5.6|. Procedure details: A solution of tert-butyl 9-(piperidin-1-yl)-2,3-dihydro-1,4-benzoxazepine-4(5H)-carboxylate (130 mg, 0.391 mmol) and 4N hydrogen chloride-ethyl acetate (4 ml) in ethyl acetate (1 ml) was stirred for 1 hr at room temperature, and the solvent was evaporated under reduced pressure. The residue was recrystallized from a mixed solvent of methanol and ether to give the desired product (93.6 mg, 78.7%) as a solid. Isolated yield 78.7%. Run in C(C)(=O)OCC (ethyl acetate). Starting materials: N1(CCCCC1)C1=CC=CC=2CN(CCOC21)C(=O)OC(C)(C)C (tert-butyl 9-(piperidin-1-yl)-2,3-dihydro-1,4-benzoxazepine-4(5H)-carboxylate), C(C)(=O)OCC.Cl (hydrogen chloride-ethyl acetate).